From a dataset of the Open Reaction Database (ORD), a public repository of structured organic reaction records. describe an organic reaction: reactants, conditions, products, and yield Starting materials: N1=CC(=CC=C1)CN1CC(C2=CC(=CC=C12)O)(C)C (1-(3-pyridylmethyl)-3,3-dimethylindolin-5-ol), C(C1=CC=CC=C1)N=C=O (benzylisocyanate), Example 2 ( 2 ). Product: C(C1=CC=CC=C1)NC(OC=1C=C2C(CN(C2=CC1)CC=1C=NC=CC1)(C)C)=O (1-(3-pyridylmethyl)-3,3-dimethylindolin-5-yl benzylcarbamate), solid. The yield is 40.0%. RXN SMILES: [N:1]1[CH:6]=[CH:5][CH:4]=[C:3]([CH2:7][N:8]2[C:16]3[C:11](=[CH:12][C:13]([OH:17])=[CH:14][CH:15]=3)[C:10]([CH3:19])([CH3:18])[CH2:9]2)[CH:2]=1.[CH2:20]([N:27]=[C:28]=[O:29])[C:21]1[CH:26]=[CH:25][CH:24]=[CH:23][CH:22]=1>>[CH2:20]([NH:27][C:28](=[O:29])[O:17][C:13]1[CH:12]=[C:11]2[C:16](=[CH:15][CH:14]=1)[N:8]([CH2:7][C:3]1[CH:2]=[N:1][CH:6]=[CH:5][CH:4]=1)[CH2:9][C:10]2([CH3:19])[CH3:18])[C:21]1[CH:26]=[CH:25][CH:24]=[CH:23][CH:22]=1. Reported procedure: The title compound was synthesized from 1-(3-pyridylmethyl)-3,3-dimethylindolin-5-ol (20.0 mg, 0.09 mmol) using the same procedure employed for Example 2 (2), but with benzylisocyanate instead of 4-isopropylphenylisocyanate. The product was obtained as a white solid (12.8 mg, 40%) having the following characteristics.